This data is from the Open Reaction Database (ORD), a public repository of structured organic reaction records. The task is: describe an organic reaction: reactants, conditions, products, and yield Reactants: C(CCl)Cl.C=1C=CC2=C(C1)N=NN2O (EDC HOBt), CC1=NNC2=CC=C(C=C12)C1=CN=C(O1)N (5-(3-methyl-1H-indazol-5-yl)oxazol-2-amine), C(C)(C)(C)OC(=O)N[C@H](C(=O)O)CC1=CC=C(C=C1)C(F)(F)F ((S)-2-(tert-butoxycarbonylamino)-3-(4-(trifluoromethyl)phenyl)propanoic acid). Product: CC1=NNC2=CC=C(C=C12)C1=CN=C(O1)NC([C@H](CC1=CC=C(C=C1)C(F)(F)F)NC(OC(C)(C)C)=O)=O (tert-Butyl(S)-1-(5-(3-methyl-1H-indazol-5-yl)oxazol-2-ylamino)-1-oxo-3-(4-(trifluoromethyl)phenyl)propan-2-ylcarbamate). Reaction SMILES: C(Cl)CCl.C1C=CC2N(O)N=NC=2C=1.[CH3:15][C:16]1[C:24]2[C:19](=[CH:20][CH:21]=[C:22]([C:25]3[O:29][C:28]([NH2:30])=[N:27][CH:26]=3)[CH:23]=2)[NH:18][N:17]=1.[C:31]([O:35][C:36]([NH:38][C@@H:39]([CH2:43][C:44]1[CH:49]=[CH:48][C:47]([C:50]([F:53])([F:52])[F:51])=[CH:46][CH:45]=1)[C:40](O)=[O:41])=[O:37])([CH3:34])([CH3:33])[CH3:32]>>[CH3:15][C:16]1[C:24]2[C:19](=[CH:20][CH:21]=[C:22]([C:25]3[O:29][C:28]([NH:30][C:40](=[O:41])[C@@H:39]([NH:38][C:36](=[O:37])[O:35][C:31]([CH3:32])([CH3:33])[CH3:34])[CH2:43][C:44]4[CH:45]=[CH:46][C:47]([C:50]([F:53])([F:52])[F:51])=[CH:48][CH:49]=4)=[N:27][CH:26]=3)[CH:23]=2)[NH:18][N:17]=1 |f:0.1|. Reported procedure: This intermediate was prepared by EDC-HOBt coupling of 5-(3-methyl-1H-indazol-5-yl)oxazol-2-amine with (S)-2-(tert-butoxycarbonylamino)-3-(4-(trifluoromethyl)phenyl)propanoic acid (purchased from Peptech (CAS No. 114873-07-3)) using a standard procedure such as described in Bioorg. Med. Chem. 14(2), 418-425; 2006) which is hereby incorporated by reference in its entirety as if specifically set forth herein. The reactants are solid, FC1=C(C=CC=C1)N1N=CC=C1C1=CC=C(C=C1)[N+](=O)[O-] (1-(2-fluoro-phenyl)-5-(4-nitro-phenyl)-1H-pyrazole), FC1=C(C=CC=C1)N1N=CC=C1C1=CC=C(C=C1)[N+](=O)[O-] (1-(2-fluoro-phenyl)-5-(4-nitro-phenyl)-1H-pyrazole), BrC1=CC=C(C=C1)CC#N (2-(4-bromo-phenyl)-acetonitrile). Yields the product BrC1=CC=C(C=C1)C1=C2C(=NO1)C=CC(=C2)C=2N(N=CC2)C2=C(C=CC=C2)F (3-(4-Bromo-phenyl)-5-[2-(2-fluoro-phenyl)-2H-pyrazol-3-yl]benzo[c]isoxazole). Reaction SMILES: [F:1][C:2]1[CH:7]=[CH:6][CH:5]=[CH:4][C:3]=1[N:8]1[C:12]([C:13]2[CH:18]=[CH:17][C:16]([N+:19]([O-:21])=O)=[CH:15][CH:14]=2)=[CH:11][CH:10]=[N:9]1.[Br:22][C:23]1[CH:28]=[CH:27][C:26]([CH2:29]C#N)=[CH:25][CH:24]=1>>[Br:22][C:23]1[CH:28]=[CH:27][C:26]([C:29]2[O:21][N:19]=[C:16]3[CH:15]=[CH:14][C:13]([C:12]4[N:8]([C:3]5[CH:4]=[CH:5][CH:6]=[CH:7][C:2]=5[F:1])[N:9]=[CH:10][CH:11]=4)=[CH:18][C:17]=23)=[CH:25][CH:24]=1. Reported procedure: The title compound, light yellow solid (108 mg, 71%), MS (ISP) m/z=434.2 [(M+H)+], mp 202° C., was prepared in accordance with the general method of example 1 from 1-(2-fluoro-phenyl)-5-(4-nitro-phenyl)-1H-pyrazole (intermediate B) (100 mg, 353 μmol) and commercially available 2-(4-bromo-phenyl)-acetonitrile. Reactants: O=C([O-])c1cc2nccc(Cl)c2s1, [Li+], OC1CCNC1. The product is O=C(c1cc2nccc(Cl)c2s1)N1CCC(O)C1. As a reaction SMILES: [Cl:1][c:2]1[c:3]2[c:4]([n:5][cH:6][cH:7]1)[cH:8][c:9]([C:11](=[O:12])[O-:13])[s:10]2.[Li+:14].[OH:15][CH:16]1[CH2:17][NH:18][CH2:19][CH2:20]1>>[Cl:1][c:2]1[c:3]2[c:4]([n:5][cH:6][cH:7]1)[cH:8][c:9]([C:11](=[O:13])[N:18]1[CH2:17][CH:16]([OH:15])[CH2:20][CH2:19]1)[s:10]2. Reactants: C(N)(=O)C=1C(=NN2C1NCC[C@H]2C2CCN(CC2)C(/C=C/CN2CCN(CC2)CCNC(OC(C)(C)C)=O)=O)C2=CC=C(C=C2)OC2=CC=CC=C2 ((S,E)-tert-butyl (2-(4-(4-(4-(3-carbamoyl-2-(4-phenoxyphenyl)-4,5,6,7-tetrahydropyrazolo[1,5-a]pyrimidin-7-yl)piperidin-1-yl)-4-oxobut-2-en-1-yl)piperazin-1-yl)ethyl)carbamate), C(=O)(C(F)(F)F)O (TFA). The solvent is C(Cl)Cl (DCM). Reaction conditions: time 15 hour. Yields the product FC(C(=O)O)(F)F.NCCN1CCN(CC1)C/C=C/C(=O)N1CCC(CC1)[C@@H]1CCNC=2N1N=C(C2C(=O)N)C2=CC=C(C=C2)OC2=CC=CC=C2 ((S,E)-7-(1-(4-(4-(2-aminoethyl)piperazin-1-yl)but-2-enoyl)piperidin-4-yl)-2-(4-phenoxyphenyl)-4,5,6,7-tetrahydropyrazolo[1,5-a]pyrimidine-3-carboxamide trifluoroacetate). Reaction SMILES: [C:1]([C:4]1[C:5]([C:40]2[CH:45]=[CH:44][C:43]([O:46][C:47]3[CH:52]=[CH:51][CH:50]=[CH:49][CH:48]=3)=[CH:42][CH:41]=2)=[N:6][N:7]2[C@H:12]([CH:13]3[CH2:18][CH2:17][N:16]([C:19](=[O:39])/[CH:20]=[CH:21]/[CH2:22][N:23]4[CH2:28][CH2:27][N:26]([CH2:29][CH2:30][NH:31]C(=O)OC(C)(C)C)[CH2:25][CH2:24]4)[CH2:15][CH2:14]3)[CH2:11][CH2:10][NH:9][C:8]=12)(=[O:3])[NH2:2].[C:53]([OH:59])([C:55]([F:58])([F:57])[F:56])=[O:54]>C(Cl)Cl>[F:56][C:55]([F:58])([F:57])[C:53]([OH:59])=[O:54].[NH2:31][CH2:30][CH2:29][N:26]1[CH2:25][CH2:24][N:23]([CH2:22]/[CH:21]=[CH:20]/[C:19]([N:16]2[CH2:15][CH2:14][CH:13]([C@H:12]3[N:7]4[N:6]=[C:5]([C:40]5[CH:45]=[CH:44][C:43]([O:46][C:47]6[CH:52]=[CH:51][CH:50]=[CH:49][CH:48]=6)=[CH:42][CH:41]=5)[C:4]([C:1]([NH2:2])=[O:3])=[C:8]4[NH:9][CH2:10][CH2:11]3)[CH2:18][CH2:17]2)=[O:39])[CH2:28][CH2:27]1 |f:3.4|. Procedure: To a solution of (S,E)-tert-butyl (2-(4-(4-(4-(3-carbamoyl-2-(4-phenoxyphenyl)-4,5,6,7-tetrahydropyrazolo[1,5-a]pyrimidin-7-yl)piperidin-1-yl)-4-oxobut-2-en-1-yl)piperazin-1-yl)ethyl)carbamate (150 mg, 0.21 mmol) in 10 mL of DCM was added 2 mL of TFA. The reaction mixture was stirred at RT for 15 hr and concentrated to remove the solvent. The residue was used in the next step without further purification. MS (ESI) m/e [M+1]+ 613.0. The reactants are [Al+3], ClCCl, COc1ccccc1, CO, [Cl-], [Cl-], [Cl-], ClC(Cl)Cl, Cl, O=C(Cl)Cc1ccccc1. As a reaction SMILES: [Al+3:20].[CH2:30]([Cl:31])[Cl:32].[CH3:1][O:2][c:3]1[cH:4][cH:5][cH:6][cH:7][cH:8]1.[CH3:28][OH:29].[Cl-:19].[Cl-:21].[Cl-:22].[Cl:24][CH:25]([Cl:26])[Cl:27].[ClH:23].[c:9]1([CH2:15][C:16](=[O:17])[Cl:18])[cH:10][cH:11][cH:12][cH:13][cH:14]1>>[CH3:1][O:2][c:3]1[cH:4][cH:5][c:6]([C:16]([CH2:15][c:9]2[cH:10][cH:11][cH:12][cH:13][cH:14]2)=[O:17])[cH:7][cH:8]1. Yields the product COc1ccc(C(=O)Cc2ccccc2)cc1.